This data is from the Open Reaction Database (ORD), a public repository of structured organic reaction records. The task is: describe an organic reaction: reactants, conditions, products, and yield The reactants are C(F)(F)=C(F)C(F)(F)F (CF2═CFCF3), [F-].[K+] (potassium fluoride), C(F)(F)(F)OC(F)(F)C(F)(F)C(=O)F (CF3OCF2CF2COF), C(=O)=O (dry ice). Solvent: COCCOCCOC (diglyme). Reaction conditions: time 1 hour. Yields the product FC(C(C(C(C(F)(F)F)(C(F)(F)F)F)=O)(F)F)(OC(F)(F)F)F (1,1,2,2,4,5,5,5-octafluoro-1-trifluoromethoxy-4-trifluoromethylpentan-3-one). Yield: 130.9%. Reaction SMILES: [F-:1].[K+].C(=O)=O.[C:6]([O:10][C:11]([C:14]([C:17](F)=[O:18])([F:16])[F:15])([F:13])[F:12])([F:9])([F:8])[F:7].[C:20](=[C:23]([C:25]([F:28])([F:27])[F:26])[F:24])([F:22])[F:21]>COCCOCCOC>[F:13][C:11]([F:12])([O:10][C:6]([F:7])([F:8])[F:9])[C:14]([F:15])([F:16])[C:17](=[O:18])[C:23]([F:24])([C:25]([F:28])([F:27])[F:26])[C:20]([F:1])([F:22])[F:21] |f:0.1|. Reported procedure: Into a clean dry 600 mL Parr reactor were added 11.6 g (0.20 mol) of anhydrous potassium fluoride and 113.5 g of anhydrous diglyme. The contents of the reactor were stirred and cooled with dry ice, then 230 g (0.96 mol) of CF3OCF2CF2COF (approximately 97 percent purity) was added to the sealed reactor using isolated vacuum. With the reactor at 80° C. and pressure of 80 psig (4900 torr), 154 g (1.03 mol) of CF2═CFCF3 was gradually added over a 3½ hour time period. Following a one hour reaction ho...